Dataset: the Open Reaction Database (ORD), a public repository of structured organic reaction records. Task: describe an organic reaction: reactants, conditions, products, and yield Starting materials: ClC1=CC=C(C(=O)Cl)C=C1 (4-chlorobenzoyl chloride), [Al+3].[Cl-].[Cl-].[Cl-] (AlCl3), CSC1=CC=NC2=C1C=C1C(CCCN21)CC(=O)OCC (ethyl [4-(methylthio)-6,7,8,9-tetrahydropyrido[3,2-b]indolizin-6-yl]acetate). Solvent: 1,2-dichloethane, ClCCCl (1,2-dichloroethane). Reaction conditions: time 4 hour. Product: C(C)OC(CC1CCCN2C3=C(C(=C12)C(C1=CC=C(C=C1)Cl)=O)C(=CC=N3)SC)=O (ethyl[5-(4-chlorobenzoyl)-4-(methylthio)-6,7,8,9-tetrahydropyrido[3,2-b]indolizin-6-yl]acetate). RXN SMILES: [Cl:1][C:2]1[CH:10]=[CH:9][C:5]([C:6](Cl)=[O:7])=[CH:4][CH:3]=1.[Al+3].[Cl-].[Cl-].[Cl-].[CH3:15][S:16][C:17]1[C:22]2[CH:23]=[C:24]3[N:29]([C:21]=2[N:20]=[CH:19][CH:18]=1)[CH2:28][CH2:27][CH2:26][CH:25]3[CH2:30][C:31]([O:33][CH2:34][CH3:35])=[O:32]>ClCCCl>[CH2:34]([O:33][C:31](=[O:32])[CH2:30][CH:25]1[C:24]2[N:29]([C:21]3[N:20]=[CH:19][CH:18]=[C:17]([S:16][CH3:15])[C:22]=3[C:23]=2[C:6](=[O:7])[C:5]2[CH:9]=[CH:10][C:2]([Cl:1])=[CH:3][CH:4]=2)[CH2:28][CH2:27][CH2:26]1)[CH3:35] |f:1.2.3.4|. Reported procedure: To a solution of 4-chlorobenzoyl chloride (0.30 g, 1.7 mmol) in 1,2-dichloethane (6.0 mL) was added AlCl3 (0.24 g, 1.8 mmole). After a period of 5 min. a solution of ethyl [4-(methylthio)-6,7,8,9-tetrahydropyrido[3,2-b]indolizin-6-yl]acetate from Example 1 Step 8 (0.15 g, 0.47 mmole) in 1,2-dichloroethane (6.0 mL) was added to the previous mixture. After a period of 4 h, at 80° C., the reaction mixture was partitioned between EtOAc and NaHCO3. The organic phase was separated, dried over Na2SO4 a... Reactants: CCOC(=O)NNC(=O)Cl, CCOC(C)=O, Cc1ccccc1, Nc1c(F)cc(F)cc1F, Cc1ccccc1. Yields the product CCOC(=O)NNC(=O)Nc1c(F)cc(F)cc1F. As a reaction SMILES: [C:18](=[O:19])([O:20][CH2:21][CH3:22])[NH:23][NH:24][C:25](=[O:26])[Cl:27].[C:35]([O:36][CH2:37][CH3:38])(=[O:39])[CH3:40].[CH3:1][c:2]1[cH:3][cH:4][cH:5][cH:6][cH:7]1.[F:8][c:9]1[c:10]([NH2:11])[c:12]([F:17])[cH:13][c:14]([F:16])[cH:15]1.[c:28]1([CH3:29])[cH:30][cH:31][cH:32][cH:33][cH:34]1>>[F:8][c:9]1[c:10]([NH:11][C:25]([NH:24][NH:23][C:18](=[O:19])[O:20][CH2:21][CH3:22])=[O:26])[c:12]([F:17])[cH:13][c:14]([F:16])[cH:15]1. Reactants: CC(C)(C)OC(=O)NC1(C(=O)NS(=O)(=O)C2CC2)CC1CC(F)F, Cl, C1COCCO1. Yields the product NC1(C(=O)NS(=O)(=O)C2CC2)CC1CC(F)F, Cl, C1COCCO1. RXN SMILES: [CH:8]1([S:11](=[O:12])(=[O:13])[NH:14][C:15](=[O:16])[C:17]2([NH:24][C:25](=[O:26])[O:27][C:28]([CH3:29])([CH3:30])[CH3:31])[CH:18]([CH2:20][CH:21]([F:22])[F:23])[CH2:19]2)[CH2:9][CH2:10]1.[ClH:1].[O:2]1[CH2:3][CH2:4][O:5][CH2:6][CH2:7]1>>[CH:8]1([S:11](=[O:12])(=[O:13])[NH:14][C:15](=[O:16])[C:17]2([NH2:24])[CH:18]([CH2:20][CH:21]([F:22])[F:23])[CH2:19]2)[CH2:9][CH2:10]1.[ClH:1].[O:2]1[CH2:3][CH2:4][O:5][CH2:6][CH2:7]1. Starting materials: C(C)(C)(C)OC(=O)N(CCN(C(C(=O)OCC)=O)C(C)C)CC#C (ethyl 2-((2-(tert-butoxycarbonyl(prop-2-ynyl)amino)ethyl)(isopropyl)amino)-2-oxoacetate), IC=1SC=CC1 (2-iodothiophene), PdCl2(PPh4)2, N1CCCCC1 (piperidine). Reagents/catalysts: [Cu]I (CuI). Run in C1(=CC=CC=C1)C (toluene). Yields the product C(C)(C)(C)OC(=O)N(CCN(C(C(=O)OCC)=O)C(C)C)CC#CC=1SC=CC1 (ethyl 2-((2-(tert-butoxycarbonyl(3-(thiophen-2-yl)prop-2-ynyl)amino)ethyl)-(isopropyl)amino)-2-oxoacetate). RXN SMILES: [C:1]([O:5][C:6]([N:8]([CH2:22][C:23]#[CH:24])[CH2:9][CH2:10][N:11]([CH:19]([CH3:21])[CH3:20])[C:12](=[O:18])[C:13]([O:15][CH2:16][CH3:17])=[O:14])=[O:7])([CH3:4])([CH3:3])[CH3:2].I[C:26]1[S:27][CH:28]=[CH:29][CH:30]=1.N1CCCCC1>C1(C)C=CC=CC=1.[Cu]I>[C:1]([O:5][C:6]([N:8]([CH2:22][C:23]#[C:24][C:26]1[S:27][CH:28]=[CH:29][CH:30]=1)[CH2:9][CH2:10][N:11]([CH:19]([CH3:21])[CH3:20])[C:12](=[O:18])[C:13]([O:15][CH2:16][CH3:17])=[O:14])=[O:7])([CH3:2])([CH3:3])[CH3:4]. Procedure: A solution of 340 mg of 10g, 130 μl of 2-iodothiophene, 12 mg of CuI, 21 mg of PdCl2(PPh4)2 and 200 μl of piperidine in 2 ml of degassed toluene was stirred under N2 for 3 h. The mixture was concentrated and applied to a silica column and chromatographed with a gradient of heptane/ethyl acetate, to provide 400 mg of 10h as an orange oil. Rf 0.60 (hept/ethyl acetate 1/1). Procedure details: A solution of sodium nitrite (1.71 g) in water (4 cm3) was added dropwise to a stirred mixture of 5-bromo-2-fluoroaniline (4.5 g), water (15 cm3), ice (15 g) and concentrated sulphuric acid (1.8 cm3) at a temperature maintained at 0°-5° C. The reaction mixture was stirred for 30 minutes, and further concentrated sulphuric acid (0.4 cm3) added. The resultant solution, containing 5-bromo-2-fluorobenzenediazonium sulphate, was then added dropwise to a solution of potassium iodide (4.23 g) in water ... The solvent is O (water), O (water), O (water). Run at temperature 22 celsius, time 30 minute. The yield is 65.0%. The reactants are N(=O)[O-].[Na+] (sodium nitrite), BrC=1C=CC(=C(N)C1)F (5-bromo-2-fluoroaniline), ice, S(O)(O)(=O)=O (sulphuric acid), S(O)(O)(=O)=O (sulphuric acid), [I-].[K+] (potassium iodide), resultant solution, S(=O)(=O)([O-])[O-].BrC=1C=CC(=C(C1)[N+]#N)F.BrC=1C=CC(=C(C1)[N+]#N)F (5-bromo-2-fluorobenzenediazonium sulphate). The product is BrC1=CC(=C(C=C1)F)I (4-bromo-1-fluoro-2-iodobenzene). Reaction SMILES: N([O-])=O.[Na+].[Br:5][C:6]1[CH:7]=[CH:8][C:9]([F:13])=[C:10]([CH:12]=1)N.S(=O)(=O)(O)O.S([O-])([O-])(=O)=O.BrC1C=CC(F)=C([N+]#N)C=1.BrC1C=CC(F)=C([N+]#N)C=1.[I-:44].[K+]>O>[Br:5][C:6]1[CH:7]=[CH:8][C:9]([F:13])=[C:10]([I:44])[CH:12]=1 |f:0.1,4.5.6,7.8|. Reactants: CC(C)N, CCN(C(C)C)C(C)C, COC(=O)c1ccc2c(c1)CC(C)(C)C(c1cccc(S(=O)(=O)Cl)c1)=N2, ClCCl. The product is COC(=O)c1ccc2c(c1)CC(C)(C)C(c1cccc(S(=O)(=O)NC(C)C)c1)=N2. RXN SMILES: [CH3:27][CH:28]([CH3:29])[NH2:30].[CH:31]([N:32]([CH2:33][CH3:34])[CH:35]([CH3:36])[CH3:37])([CH3:38])[CH3:39].[Cl:1][S:2](=[O:3])(=[O:4])[c:5]1[cH:6][c:7]([C:11]2=[N:12][c:13]3[cH:14][cH:15][c:16]([C:23](=[O:24])[O:25][CH3:26])[cH:17][c:18]3[CH2:19][C:20]2([CH3:21])[CH3:22])[cH:8][cH:9][cH:10]1.[Cl:40][CH2:41][Cl:42]>>[S:2](=[O:3])(=[O:4])([c:5]1[cH:6][c:7]([C:11]2=[N:12][c:13]3[cH:14][cH:15][c:16]([C:23](=[O:24])[O:25][CH3:26])[cH:17][c:18]3[CH2:19][C:20]2([CH3:21])[CH3:22])[cH:8][cH:9][cH:10]1)[NH:30][CH:28]([CH3:27])[CH3:29]. The reactants are CCO, CCOC(=O)CSc1cc(C(F)(F)F)c2c(=O)cc(Nc3ccccc3)n(-c3ccccc3)c2n1, [Na+], [OH-]. Product: O=C(O)CSc1cc(C(F)(F)F)c2c(=O)cc(Nc3ccccc3)n(-c3ccccc3)c2n1. RXN SMILES: [CH3:38][CH2:39][OH:40].[NH:3]([c:4]1[cH:5][cH:6][cH:7][cH:8][cH:9]1)[c:10]1[cH:11][c:12](=[O:37])[c:13]2[c:14]([C:33]([F:34])([F:35])[F:36])[cH:15][c:16]([S:26][CH2:27][C:28](=[O:29])[O:30][CH2:31][CH3:32])[n:17][c:18]2[n:19]1-[c:20]1[cH:21][cH:22][cH:23][cH:24][cH:25]1.[Na+:2].[OH-:1]>>[NH:3]([c:4]1[cH:5][cH:6][cH:7][cH:8][cH:9]1)[c:10]1[cH:11][c:12](=[O:37])[c:13]2[c:14]([C:33]([F:34])([F:35])[F:36])[cH:15][c:16]([S:26][CH2:27][C:28](=[O:29])[OH:30])[n:17][c:18]2[n:19]1-[c:20]1[cH:21][cH:22][cH:23][cH:24][cH:25]1.